From a dataset of the Open Reaction Database (ORD), a public repository of structured organic reaction records. describe an organic reaction: reactants, conditions, products, and yield Conditions: temperature 0 celsius, time 1 hour. Solvent: O1CCOCC1 (1,4-dioxane), O1CCOCC1 (1,4-dioxane). RXN SMILES: [CH2:1]([N:8]1[C:15](=O)[CH:14]2[C:17]([CH3:19])([CH3:18])[CH:10]([C:11](=O)[NH:12][C:13]2=O)[C:9]1=O)[C:2]1[CH:7]=[CH:6][CH:5]=[CH:4][CH:3]=1.[H-].[Al+3].[Li+].[H-].[H-].[H-].O.[OH-].[Na+]>O1CCOCC1>[CH2:1]([N:8]1[CH2:9][CH:10]2[C:17]([CH3:19])([CH3:18])[CH:14]([CH2:13][NH:12][CH2:11]2)[CH2:15]1)[C:2]1[CH:7]=[CH:6][CH:5]=[CH:4][CH:3]=1 |f:1.2.3.4.5.6,8.9|. Procedure details: A solution of 3-benzyl-9,9-dimethyl-3,7-diazabicyclo[3.3.1]nonane-2,4,6,8-tetraone (980 mg; 3.26 mmol; from step (c) above) in 1,4-dioxane (25 mL) was added dropwise to a suspension of lithium aluminium hydride (990 mg; 26.1 mmol) in 1,4-dioxane (30 mL) at 0° C. The mixture was refluxed overnight, cooled to 0° C. whereafter water (1.0 mL), 15% aqueous sodium hydroxide (1.0 mL), and more water (3.0 mL), were added sequentially. After stirring for 1 h at 0° C., the mixture was filtered through a s... The product is C(C1=CC=CC=C1)N1CC2CNCC(C1)C2(C)C (3-Benzyl-9,9-dimethyl-3,7-diazabicyclo[3.3.1]nonane). The reactants are C(C1=CC=CC=C1)N1C(C2C(NC(C(C1=O)C2(C)C)=O)=O)=O (3-Benzyl-9,9-dimethyl-3,7-diazabicyclo[3.3.1]nonane-2,4,6,8-tetraone), [H-].[Al+3].[Li+].[H-].[H-].[H-] (lithium aluminium hydride), O (water), [OH-].[Na+] (sodium hydroxide), O (water). Yield: 84.9%. Starting materials: C[C@]12CC[C@@H]3C=4C=CC(=CC4CC[C@H]3[C@@H]1CCC2=O)O (estrone), S(=O)(=O)(OC)OC (dimethyl sulfate), O1CCCC1 (tetrahydrofuran), aqueous solution, [OH-].[K+] (potassium hydroxide). Run in O (water). Run at time 1 hour. The product is COC (methyl ether), C[C@]12CC[C@@H]3C=4C=CC(=CC4CC[C@H]3[C@@H]1CCC2=O)O (estrone). Reaction SMILES: [CH3:1][C@@:2]12[C:18](=[O:19])[CH2:17][CH2:16][C@H:15]1[C@H:14]1[C@@H:5]([C:6]3[CH:7]=[CH:8][C:9]([OH:20])=[CH:10][C:11]=3[CH2:12][CH2:13]1)[CH2:4][CH2:3]2.S(OC)(OC)(=O)=O.[O:28]1[CH2:32]CC[CH2:29]1.[OH-].[K+]>O>[CH3:29][O:28][CH3:32].[CH3:1][C@@:2]12[C:18](=[O:19])[CH2:17][CH2:16][C@H:15]1[C@H:14]1[C@@H:5]([C:6]3[CH:7]=[CH:8][C:9]([OH:20])=[CH:10][C:11]=3[CH2:12][CH2:13]1)[CH2:4][CH2:3]2 |f:3.4|. Procedure: Into a mixture of 1 g of estrone, 0.5 ml of dimethyl sulfate and 5 ml of tetrahydrofuran, 6 ml of 10% aqueous solution of potassium hydroxide was added over a period of one hour. The reaction temperature was maintained at 15° - 20°C during the addition. The resulting mixture was stirred for one hour to complete the etherification. Then, 6 ml of water was added, and tetrahydrofuran was distilled under atmospheric pressure. The crystals which formed during the distillation were filtered from the c... The reactants are S1C(=CC=C1)S(=O)(=O)NC1=CC=C(C2=CC=CC=C12)OCC(=O)OC(C)(C)C (tert-butyl 2-(4-(thiophene-2-sulfonamido)naphthalen-1-yloxy)acetate), BrC(C(=O)OCC)CC (ethyl bromobutanoate). Conditions: time 30 minute. Yields the product S1C(=CC=C1)S(=O)(=O)NC1=CC=C(C2=CC=CC=C12)OCCCC(=O)OC (methyl 4-(4-(thiophene-2-sulfonamido)naphthalen-1-yloxy)butanoate), product. Isolated yield 51.3%. As a reaction SMILES: [S:1]1[CH:5]=[CH:4][CH:3]=[C:2]1[S:6]([NH:9][C:10]1[C:19]2[C:14](=[CH:15][CH:16]=[CH:17][CH:18]=2)[C:13]([O:20]CC(OC(C)(C)C)=O)=[CH:12][CH:11]=1)(=[O:8])=[O:7].Br[CH:30]([CH2:36][CH3:37])[C:31]([O:33][CH2:34]C)=[O:32]>>[S:1]1[CH:5]=[CH:4][CH:3]=[C:2]1[S:6]([NH:9][C:10]1[C:19]2[C:14](=[CH:15][CH:16]=[CH:17][CH:18]=2)[C:13]([O:20][CH2:37][CH2:36][CH2:30][C:31]([O:33][CH3:34])=[O:32])=[CH:12][CH:11]=1)(=[O:7])=[O:8]. Procedure: 15b was synthesized according to the procedure for 15a except 15 eq. of ethyl bromobutanoate was used and reaction was carried out at 90° C. for 30 min×2. After flash chromatography, 43 mg product was obtained in the yield of 51.3%. 1H NMR (400 MHz, CDCl3) δ 7.84-7.79 (m, 1H), 7.77 (m, 1H), 7.62 (dd, J=5.0, 1.3 Hz, 1H), 7.58 (dd, J=3.8, 1.3 Hz, 1H), 7.44-7.36 (m, 2H), 7.14 (d, J=8.4 Hz, 0H), 7.00 (dd, J=5.0, 3.9 Hz, 1H), 6.44 (d, J=8.4 Hz, 1H), 4.15 (q, J=7.1 Hz, 1H), 3.31 (t, J=6.7 Hz, 1H), 2.5...